From a dataset of the Open Reaction Database (ORD), a public repository of structured organic reaction records. describe an organic reaction: reactants, conditions, products, and yield Yields the product [Na+].[Na+].NC1=NC(C2=C(N1)NC=C2CCC2=CC=C(C(=O)N[C@@H](CCC(=O)[O-])C(=O)[O-])C=C2)=O (N-[4-[2-(2-amino-4,7-dihydro-4-oxo-1H-pyrrolo[2,3-d]pyrimidin-5-yl)ethyl]benzoyl]-L-glutamic acid disodium salt), C([C@@H](O)[C@@H](O)[C@H](O)[C@H](O)CO)O (mannitol). Run in O (water). Yield: 1499.9%. Reactants: [Na+].NC1=NC(C2=C(N1)NC=C2CCC2=CC=C(C(=O)N[C@@H](CCC(=O)O)C(=O)[O-])C=C2)=O (N-[4-[2-(2-amino-4,7-dihydro-4-oxo-1H-pyrrolo[2,3-d]pyrimidin-5-yl)ethyl]benzoyl]-L-glutamic acid monosodium salt), C([C@@H](O)[C@@H](O)[C@H](O)[C@H](O)CO)O (Mannitol), solution, [OH-].[Na+] (sodium hydroxide). As a reaction SMILES: [Na+:1].[NH2:2][C:3]1[NH:8][C:7]2[NH:9][CH:10]=[C:11]([CH2:12][CH2:13][C:14]3[CH:31]=[CH:30][C:17]([C:18]([NH:20][C@H:21]([C:27]([O-:29])=[O:28])[CH2:22][CH2:23][C:24]([OH:26])=[O:25])=[O:19])=[CH:16][CH:15]=3)[C:6]=2[C:5](=[O:32])[N:4]=1.[OH-].[Na+].[CH2:35]([OH:46])[C@H:36]([C@H:38]([C@@H:40]([C@@H:42]([CH2:44][OH:45])[OH:43])[OH:41])[OH:39])[OH:37]>O>[Na+:1].[Na+:1].[NH2:2][C:3]1[NH:8][C:7]2[NH:9][CH:10]=[C:11]([CH2:12][CH2:13][C:14]3[CH:15]=[CH:16][C:17]([C:18]([NH:20][C@H:21]([C:27]([O-:29])=[O:28])[CH2:22][CH2:23][C:24]([O-:26])=[O:25])=[O:19])=[CH:30][CH:31]=3)[C:6]=2[C:5](=[O:32])[N:4]=1.[CH2:44]([OH:45])[C@H:42]([C@H:40]([C@@H:38]([C@@H:36]([CH2:35][OH:46])[OH:37])[OH:39])[OH:41])[OH:43] |f:0.1,2.3,6.7.8|. Procedure details: 5 grams of N-[4-[2-(2-amino-4,7-dihydro-4-oxo-1H-pyrrolo[2,3-d]pyrimidin-5-yl)ethyl]benzoyl]-L-glutamic acid monosodium salt (purity 99.7% by HPLC) are dissolved in 1 L of distilled water and 5.563 ml of a 2.0 M solution of sodium hydroxide is added to the solution. Mannitol (10 g) is then added to the solution and dissolved. The solution is then filtered through a bacterial filter and dried in a freeze-drier to afford the title compound as a white solid in mixture with mannitol (15.2 g, purity ... Reactants: C(C)(C)(C)OC(=O)N[C@H](CC1=CC=CC=C1)C(=O)O (N-(tert-butoxycarbonyl)-D-phenylalanine), Cl.CN(CCCN=C=NCC)C (1-[3-(dimethylamino)propyl]-3-ethylcarbodiimide hydrochloride), ON1N=NC2=C1C=CC=C2 (1-hydroxybenzotriazole), C1(=CC=CC=C1)C(CN)C1=CC=CC=C1 (2,2-diphenylethylamine), FC(C(=O)O)(F)F (trifluoroacetic acid). The solvent is C(Cl)Cl (methylene chloride), C(Cl)(Cl)Cl (chloroform), C(Cl)(Cl)Cl (chloroform), CCOCC (ether). Run at time 5 minute. The product is N[C@@H](C(=O)NCC(C1=CC=CC=C1)C1=CC=CC=C1)CC1=CC=CC=C1 ((2R)-2-Amino-N-(2,2-diphenyl-ethyl)-3-phenyl-propionamide). Yield: 111.0%. RXN SMILES: C(OC([NH:8][C@@H:9]([C:17]([OH:19])=O)[CH2:10][C:11]1[CH:16]=[CH:15][CH:14]=[CH:13][CH:12]=1)=O)(C)(C)C.Cl.CN(C)CCCN=C=NCC.ON1C2C=CC=CC=2N=N1.[C:42]1([CH:48]([C:51]2[CH:56]=[CH:55][CH:54]=[CH:53][CH:52]=2)[CH2:49][NH2:50])[CH:47]=[CH:46][CH:45]=[CH:44][CH:43]=1.FC(F)(F)C(O)=O>C(Cl)(Cl)Cl.C(Cl)Cl.CCOCC>[NH2:8][C@H:9]([CH2:10][C:11]1[CH:12]=[CH:13][CH:14]=[CH:15][CH:16]=1)[C:17]([NH:50][CH2:49][CH:48]([C:42]1[CH:47]=[CH:46][CH:45]=[CH:44][CH:43]=1)[C:51]1[CH:56]=[CH:55][CH:54]=[CH:53][CH:52]=1)=[O:19] |f:1.2|. Procedure: To a stirred solution of N-(tert-butoxycarbonyl)-D-phenylalanine (11.0 g, 41.5 mmol) in chloroform (125 mL) was added 1-[3-(dimethylamino)propyl]-3-ethylcarbodiimide hydrochloride (7.95 g, 41.5 mmol) and 1-hydroxybenzotriazole (5.60 g, 41.4 mmol). After 5 minutes, 2,2-diphenylethylamine (7.44 g, 37.7 mmol) was added. The reaction was stirred for 2 hours, diluted with chloroform (100 mL) and washed with aqueous sodium bicarbonate solution. The organic layer was dried (sodium sulfate) and concentr... Reactants: CCOC(C)=O, CCOC(=O)c1cc2cc([N+](=O)[O-])ccc2o1. Product: CCOC(=O)c1cc2cc(N)ccc2o1. As a reaction SMILES: [CH3:18][CH2:19][O:20][C:21]([CH3:22])=[O:23].[N+:1]([O-:2])(=[O:3])[c:4]1[cH:5][cH:6][c:7]2[c:8]([cH:9][c:10]([C:12](=[O:13])[O:14][CH2:15][CH3:16])[o:11]2)[cH:17]1>>[NH2:1][c:4]1[cH:5][cH:6][c:7]2[c:8]([cH:9][c:10]([C:12](=[O:13])[O:14][CH2:15][CH3:16])[o:11]2)[cH:17]1.